From a dataset of the Open Reaction Database (ORD), a public repository of structured organic reaction records. describe an organic reaction: reactants, conditions, products, and yield Yield: 79.1%. Starting materials: C(C)[SiH](CC)CC (triethylsilane), FC(C(=O)O)(F)F (trifluoroacetic acid), COC(CN1C(=CC2=CC(=CC=C12)F)C)=O ((5-fluoro-2-methylindol-1-yl)acetic acid methyl ester), FC1=CC=C(C=C1)S(=O)(=O)C1=C(SC=C1)C=O (3-(4-fluorobenzenesulfonyl)thiophene-2-carbaldehyde). Run at temperature -10 celsius, time 15 minute. Reaction SMILES: C([SiH](CC)CC)C.FC(F)(F)C(O)=O.[CH3:15][O:16][C:17](=[O:30])[CH2:18][N:19]1[C:27]2[C:22](=[CH:23][C:24]([F:28])=[CH:25][CH:26]=2)[CH:21]=[C:20]1[CH3:29].[F:31][C:32]1[CH:37]=[CH:36][C:35]([S:38]([C:41]2[CH:45]=[CH:44][S:43][C:42]=2[CH:46]=O)(=[O:40])=[O:39])=[CH:34][CH:33]=1>ClCCl.ClCCCl>[CH3:15][O:16][C:17](=[O:30])[CH2:18][N:19]1[C:27]2[C:22](=[CH:23][C:24]([F:28])=[CH:25][CH:26]=2)[C:21]([CH2:46][C:42]2[S:43][CH:44]=[CH:45][C:41]=2[S:38]([C:35]2[CH:36]=[CH:37][C:32]([F:31])=[CH:33][CH:34]=2)(=[O:39])=[O:40])=[C:20]1[CH3:29]. Run in ClCCCl (1,2-dichloroethane), ClCCl (dichloromethane), ClCCCl (1,2-dichloroethane). Procedure: A mixture of triethylsilane (0.79 g), trifluoroacetic acid (0.47 g) and 1,2-dichloroethane (2.0 mL) at −10° C. was treated dropwise with a mixture of (5-fluoro-2-methylindol-1-yl)acetic acid methyl ester (0.1 g), 3-(4-fluorobenzenesulfonyl)thiophene-2-carbaldehyde (0.15 g) and 1,2-dichloroethane (3.0 mL), and the resulting mixture was stirred at −10° C. for 15 minutes and then at room temperature overnight. The mixture was diluted with dichloromethane, washed with saturated aqueous sodium hydrog... Yields the product COC(CN1C(=C(C2=CC(=CC=C12)F)CC=1SC=CC1S(=O)(=O)C1=CC=C(C=C1)F)C)=O ({5-fluoro-3-[3-(4-fluorobenzenesulfonyl)thiophen-2-ylmethyl]-2-methylindol-1-yl}acetic acid methyl ester). Yields the product COC(=O)c1c(F)cc(C(=O)O)cc1Cl. RXN SMILES: [Cl:1][c:2]1[c:3]([C:4](=[O:5])[O:6][CH3:7])[c:8]([F:16])[cH:9][c:10]([C:12](=[O:13])[O:14][CH3:15])[cH:11]1.[Na+:18].[O:19]1[CH2:20][CH2:21][CH2:22][CH2:23]1.[OH-:17]>>[Cl:1][c:2]1[c:3]([C:4](=[O:5])[O:6][CH3:7])[c:8]([F:16])[cH:9][c:10]([C:12](=[O:13])[OH:14])[cH:11]1. Starting materials: COC(=O)c1cc(F)c(C(=O)OC)c(Cl)c1, [Na+], C1CCOC1, [OH-]. Starting materials: Cl.NC1C(N(C2=CC=CC=C2C1)O)=O (3-amino-1-hydroxy-2-oxo-1,2,3,4-tetrahydroquinoline hydrochloride), Br (HBr), Cl.NC1C(N(C2=CC=CC=C2C1)O)=O (3-amino-1-hydroxy-2-oxo-1,2,3,4-tetrahydroquinoline hydrochloride). The product is NC1C(NC2=CC=C(C=C2C1)Br)=O (3-Amino-6-bromo-2-oxo-1,2,3,4-tetrahydroquinoline). RXN SMILES: Cl.[NH2:2][CH:3]1[CH2:12][C:11]2[C:6](=[CH:7][CH:8]=[CH:9][CH:10]=2)[N:5](O)[C:4]1=[O:14].[BrH:15]>>[NH2:2][CH:3]1[CH2:12][C:11]2[C:6](=[CH:7][CH:8]=[C:9]([Br:15])[CH:10]=2)[NH:5][C:4]1=[O:14] |f:0.1|. Procedure details: The title compound was prepared from 3-amino-1-hydroxy-2-oxo-1,2,3,4-tetrahydroquinoline hydrochloride (Davis, A. L., et al., J. Med. Chem., 7, 632 (1964)) according to procedures similar to those described in McCord, T. J., et al., J. Het. Chem., 9, 119 (1972), as follows. To 48% aqueous HBr solution (70 mL) was added 3-amino-1-hydroxy-2-oxo-1,2,3,4-tetrahydroquinoline hydrochloride (2.0 g, 9.3 mmol). The resulting mixture was stirred at reflux for 2 h. HPLC/MS indicated a nearly 1:1 mixture of... Reactants: O=C(Cl)c1ccc(Cl)cc1, Nc1ccccc1SCc1ncon1, [Na+], [OH-], O. Product: O=C(Nc1ccccc1SCc1ncon1)c1ccc(Cl)cc1. As a reaction SMILES: [Cl:15][C:16](=[O:17])[c:18]1[cH:19][cH:20][c:21]([Cl:22])[cH:23][cH:24]1.[NH2:1][c:2]1[c:3]([S:8][CH2:9][c:10]2[n:11][o:12][cH:13][n:14]2)[cH:4][cH:5][cH:6][cH:7]1.[Na+:26].[OH-:25].[OH2:27]>>[NH:1]([c:2]1[c:3]([S:8][CH2:9][c:10]2[n:11][o:12][cH:13][n:14]2)[cH:4][cH:5][cH:6][cH:7]1)[C:16](=[O:17])[c:18]1[cH:19][cH:20][c:21]([Cl:22])[cH:23][cH:24]1. The reactants are C([O-])([O-])=O.[Cs+].[Cs+] (cesium carbonate), ClC1=CC=C(C=C1)N(C1=CC=C(C=C1)O)C1=CC=C(C=C1)Cl (4-(bis(4-chlorophenyl)amino)phenol), BrCCBr (1,2-dibromoethane), O (water). Run in C(C)#N (acetonitrile), C(C)#N (acetonitrile). Yields the product BrCCOC1=CC=C(N(C2=CC=C(C=C2)Cl)C2=CC=C(C=C2)Cl)C=C1 (4-(2-bromoethoxy)-N,N-bis-(4-chlorophenyl)aniline), oil. Yield: 43.0%. RXN SMILES: C(=O)([O-])[O-].[Cs+].[Cs+].[Cl:7][C:8]1[CH:13]=[CH:12][C:11]([N:14]([C:22]2[CH:27]=[CH:26][C:25]([Cl:28])=[CH:24][CH:23]=2)[C:15]2[CH:20]=[CH:19][C:18]([OH:21])=[CH:17][CH:16]=2)=[CH:10][CH:9]=1.[Br:29][CH2:30][CH2:31]Br.O>C(#N)C>[Br:29][CH2:30][CH2:31][O:21][C:18]1[CH:19]=[CH:20][C:15]([N:14]([C:22]2[CH:27]=[CH:26][C:25]([Cl:28])=[CH:24][CH:23]=2)[C:11]2[CH:12]=[CH:13][C:8]([Cl:7])=[CH:9][CH:10]=2)=[CH:16][CH:17]=1 |f:0.1.2|. Reported procedure: To a 250 mL rbf was added cesium carbonate (4.93 g, 15.14 mmol) and anhydrous acetonitrile (50 mL). A solution of 4-(bis(4-chlorophenyl)amino)phenol (69, 2.5 g, 7.57 mmol) in acetonitrile (25 mL) was added, and an immediate light purple colour was observed. 1,2-dibromoethane (7.11 g, 37.9 mmol) was added and the reaction was heated to reflux for 5 days. After cooling to RT, the reaction mixture was poured into water (250 mL), mixed well and separated. The aqueous portion was extracted with EtOAc...